Dataset: the Open Reaction Database (ORD), a public repository of structured organic reaction records. Task: describe an organic reaction: reactants, conditions, products, and yield Starting materials: NC1=NC=C(C2=C1C(=CS2)C2=CC(=C(C=C2)NC(=O)C=2N(C1=CC=CC=C1C2)C)OC)C(=O)NC2CNCC2 (4-Amino-3-(3-methoxy-4-{[(1-methyl-1H-indol-2-yl)carbonyl]amino}phenyl)-N-pyrrolidin-3-ylthieno[3,2-c]pyridine-7-carboxamide), C(C)(=O)O (acetic acid), C([O-])([O-])=O (carbonate). Product: C(C)(=O)N1CC(CC1)NC(=O)C=1C2=C(C(=NC1)N)C(=CS2)C2=CC(=C(C=C2)NC(=O)C=2N(C1=CC=CC=C1C2)C)OC (N-(1-acetylpyrrolidin-3-yl)-4-amino-3-(3-methoxy-4-{[(1-methyl-1H-indol-2-yl)carbonyl]amino}phenyl)thieno[3,2-c]pyridine-7-carboxamide). Reaction conditions: time 20 hour. RXN SMILES: [NH2:1][C:2]1[C:7]2[C:8]([C:11]3[CH:16]=[CH:15][C:14]([NH:17][C:18]([C:20]4[N:21]([CH3:29])[C:22]5[C:27]([CH:28]=4)=[CH:26][CH:25]=[CH:24][CH:23]=5)=[O:19])=[C:13]([O:30][CH3:31])[CH:12]=3)=[CH:9][S:10][C:6]=2[C:5]([C:32]([NH:34][CH:35]2[CH2:39][CH2:38][NH:37][CH2:36]2)=[O:33])=[CH:4][N:3]=1.[C:40](O)(=[O:42])[CH3:41].C(=O)([O-])[O-]>>[C:40]([N:37]1[CH2:38][CH2:39][CH:35]([NH:34][C:32]([C:5]2[C:6]3[S:10][CH:9]=[C:8]([C:11]4[CH:16]=[CH:15][C:14]([NH:17][C:18]([C:20]5[N:21]([CH3:29])[C:22]6[C:27]([CH:28]=5)=[CH:26][CH:25]=[CH:24][CH:23]=6)=[O:19])=[C:13]([O:30][CH3:31])[CH:12]=4)[C:7]=3[C:2]([NH2:1])=[N:3][CH:4]=2)=[O:33])[CH2:36]1)(=[O:42])[CH3:41]. Procedure details: 4-Amino-3-(3-methoxy-4-{[(1-methyl-1H-indol-2-yl)carbonyl]amino}phenyl)-N-pyrrolidin-3-ylthieno[3,2-c]pyridine-7-carboxamide (100 mg, 0.185 mmol) and acetic acid (9.6 μL, 0.168 mmol) were treated according to General Procedure D. MP-carbonate (184 mg, 0.504 mmol) was added and mixture placed on shaker for 20 hours. The mixture was then filtered and solvent removed in vacuo. The product was purified via flash chromatography to furnish the title compound as a off-white powder. (3.2 mg, 0.0051 mmol... Starting materials: CCCCC1(CCCC)C(=O)C(C2=NS(=O)(=O)c3c(COCOC)csc3N2)=C(O)c2ccccc21, Cl, [Na+], C1COCCO1, [OH-]. Product: CCCCC1(CCCC)C(=O)C(C2=NS(=O)(=O)c3c(CO)csc3N2)=C(O)c2ccccc21. Reaction SMILES: [CH2:1]([CH2:2][CH2:3][CH3:4])[C:5]1([CH2:33][CH2:34][CH2:35][CH3:36])[C:6](=[O:32])[C:7]([C:16]2=[N:17][S:18](=[O:30])(=[O:31])[c:19]3[c:20]([s:22][cH:23][c:24]3[CH2:25][O:26][CH2:27][O:28][CH3:29])[NH:21]2)=[C:8]([OH:15])[c:9]2[cH:10][cH:11][cH:12][cH:13][c:14]21.[ClH:39].[Na+:38].[O:40]1[CH2:41][CH2:42][O:43][CH2:44][CH2:45]1.[OH-:37]>>[CH2:1]([CH2:2][CH2:3][CH3:4])[C:5]1([CH2:33][CH2:34][CH2:35][CH3:36])[C:6](=[O:32])[C:7]([C:16]2=[N:17][S:18](=[O:30])(=[O:31])[c:19]3[c:20]([s:22][cH:23][c:24]3[CH2:25][OH:26])[NH:21]2)=[C:8]([OH:15])[c:9]2[cH:10][cH:11][cH:12][cH:13][c:14]21. The reactants are C(CCCCCCCCCCC)(=O)OC[C@H](CSC[C@@H](C(=O)OC(C)(C)C)NC(=O)OCC1C2=CC=CC=C2C=2C=CC=CC12)OC(CCCCCCCCCCC)=O ((R)-3-((R)-2-(((9H-fluoren-9-yl)methoxy)carbonylamino)-3-tert-butoxy-3-oxopropylthio)propane-1,2-diyl didodecanoate). The solvent is C(=O)(C(F)(F)F)O (TFA), C(Cl)Cl (DCM), CC(C)(C)OC (MTBE). Product: C(CCCCCCCCCCC)(=O)O[C@@H](CSC[C@H](NC(OCC1C2=CC=CC=C2C=2C=CC=CC12)=O)C(=O)O)COC(CCCCCCCCCCC)=O ((5R,9R)-9-(dodecanoyloxy)-1-(9H-fluoren-9-yl)-3,12-dioxo-2,11-dioxa-7-thia-4-azatricosane-5-carboxylic acid). Reaction SMILES: [C:1]([O:14][CH2:15][C@@H:16]([O:46][C:47](=[O:59])[CH2:48][CH2:49][CH2:50][CH2:51][CH2:52][CH2:53][CH2:54][CH2:55][CH2:56][CH2:57][CH3:58])[CH2:17][S:18][CH2:19][C@H:20]([NH:28][C:29]([O:31][CH2:32][CH:33]1[C:45]2[CH:44]=[CH:43][CH:42]=[CH:41][C:40]=2[C:39]2[C:34]1=[CH:35][CH:36]=[CH:37][CH:38]=2)=[O:30])[C:21]([O:23]C(C)(C)C)=[O:22])(=[O:13])[CH2:2][CH2:3][CH2:4][CH2:5][CH2:6][CH2:7][CH2:8][CH2:9][CH2:10][CH2:11][CH3:12]>C(O)(C(F)(F)F)=O.C(Cl)Cl.CC(OC)(C)C>[C:47]([O:46][C@H:16]([CH2:15][O:14][C:1](=[O:13])[CH2:2][CH2:3][CH2:4][CH2:5][CH2:6][CH2:7][CH2:8][CH2:9][CH2:10][CH2:11][CH3:12])[CH2:17][S:18][CH2:19][C@@H:20]([C:21]([OH:23])=[O:22])[NH:28][C:29](=[O:30])[O:31][CH2:32][CH:33]1[C:45]2[CH:44]=[CH:43][CH:42]=[CH:41][C:40]=2[C:39]2[C:34]1=[CH:35][CH:36]=[CH:37][CH:38]=2)(=[O:59])[CH2:48][CH2:49][CH2:50][CH2:51][CH2:52][CH2:53][CH2:54][CH2:55][CH2:56][CH2:57][CH3:58]. Reported procedure: A solution of (R)-3-((R)-2-(((9H-fluoren-9-yl)methoxy)carbonylamino)-3-tert-butoxy-3-oxopropyl thio)propane-1,2-diyl didodecanoate (11) in 40% TFA in DCM (0.3 M) was stirred at room temperature until complete deprotection of tert-butyl group (2 hr). The reaction mixture was diluted in MTBE, washed three times with 1M citric acid (adjusted to pH3), and once with 1:2 1N HCl/brine. The organic layer was dried over anhydrous Na2SO4 and concentrated en vacuo. The resulting waxy solid was used without... Reactants: FC=1C=C(C=C(C1)C(F)(F)F)N1CCNCC1 (1-(3-fluoro-5-trifluoromethyl-phenyl)-piperazine), C(C)(C)Br (isopropylbromide). Product: C(C)(C)N1CCN(CC1)C1=CC(=CC(=C1)C(F)(F)F)F (1-Isopropyl-4-(3-fluoro-5-trifluoromethyl-phenyl)-piperazine). RXN SMILES: [F:1][C:2]1[CH:3]=[C:4]([N:12]2[CH2:17][CH2:16][NH:15][CH2:14][CH2:13]2)[CH:5]=[C:6]([C:8]([F:11])([F:10])[F:9])[CH:7]=1.[CH:18](Br)([CH3:20])[CH3:19]>>[CH:18]([N:15]1[CH2:16][CH2:17][N:12]([C:4]2[CH:5]=[C:6]([C:8]([F:10])([F:11])[F:9])[CH:7]=[C:2]([F:1])[CH:3]=2)[CH2:13][CH2:14]1)([CH3:20])[CH3:19]. Procedure: Beginning with 1-(3-fluoro-5-trifluoromethyl-phenyl)-piperazine and isopropylbromide, the title compound was recovered by the procedure described in Example 2; MS m/z (rel. intensity, 70 eV) 290 (M+, 30), 275 (bp), 190 (20), 84 (23), 56 (64). Starting materials: O=C(Cl)c1ccncc1, CCOc1ccc(C2=NN(C3CCN(S(=O)(=O)c4ccc(C)cc4)CC3)C(=O)C3CC=CCC23)cc1OCC, Cl. Product: CCOc1ccc(C2=NN(C3CCN(C(=O)c4ccncc4)CC3)C(=O)C3CC=CCC23)cc1OCC, Cl. As a reaction SMILES: [C:2]([c:3]1[cH:4][cH:5][n:6][cH:7][cH:8]1)(=[O:9])[Cl:10].[CH2:11]([CH3:12])[O:13][c:14]1[cH:15][c:16]([C:23]2=[N:24][N:25]([CH:34]3[CH2:35][CH2:36][N:37]([S:40]([c:41]4[cH:42][cH:43][c:44]([CH3:45])[cH:46][cH:47]4)(=[O:48])=[O:49])[CH2:38][CH2:39]3)[C:26](=[O:33])[CH:27]3[CH2:28][CH:29]=[CH:30][CH2:31][CH:32]23)[cH:17][cH:18][c:19]1[O:20][CH2:21][CH3:22].[ClH:1]>>[C:2]([c:3]1[cH:4][cH:5][n:6][cH:7][cH:8]1)(=[O:9])[N:37]1[CH2:36][CH2:35][CH:34]([N:25]2[N:24]=[C:23]([c:16]3[cH:15][c:14]([O:13][CH2:11][CH3:12])[c:19]([O:20][CH2:21][CH3:22])[cH:18][cH:17]3)[CH:32]3[CH:27]([C:26]2=[O:33])[CH2:28][CH:29]=[CH:30][CH2:31]3)[CH2:39][CH2:38]1.[ClH:10]. The reactants are CCC1(O)CCNC1C, N#Cc1c(F)cc(F)cc1F, [Li+], [Li+], O=C([O-])[O-]. Product: CCC1(O)CCN(c2cc(F)c(C#N)c(F)c2)C1C. Reaction SMILES: [CH2:1]([CH3:2])[C:3]1([OH:9])[CH:4]([CH3:8])[NH:5][CH2:6][CH2:7]1.[F:10][c:11]1[c:12]([C:13]#[N:14])[c:15]([F:20])[cH:16][c:17]([F:19])[cH:18]1.[Li+:21].[Li+:22].[O-:23][C:24](=[O:25])[O-:26]>>[CH2:1]([CH3:2])[C:3]1([OH:9])[CH:4]([CH3:8])[N:5]([c:17]2[cH:16][c:15]([F:20])[c:12]([C:13]#[N:14])[c:11]([F:10])[cH:18]2)[CH2:6][CH2:7]1. The reactants are CCOCC (Et2O), COC=1C=C(C=C(C1)OC)SC1=C(C(=O)O)C=CC=C1 (2-(3,5-dimethoxyphenylthio)benzoic acid), B(F)(F)F (BF3), [BH4-].[Na+] (sodium borohydride). Run in O1CCCC1 (tetrahydrofuran). Conditions: time 30 minute. The product is COC=1C=C(C=C(C1)OC)SC1=C(CO)C=CC=C1 (2-(3,5-dimethoxyphenylthio)benzyl alcohol). Isolated yield 70.9%. Reaction SMILES: [CH3:1][O:2][C:3]1[CH:4]=[C:5]([S:11][C:12]2[CH:20]=[CH:19][CH:18]=[CH:17][C:13]=2[C:14](O)=[O:15])[CH:6]=[C:7]([O:9][CH3:10])[CH:8]=1.[BH4-].[Na+].B(F)(F)F.CCOCC>O1CCCC1>[CH3:10][O:9][C:7]1[CH:6]=[C:5]([S:11][C:12]2[CH:20]=[CH:19][CH:18]=[CH:17][C:13]=2[CH2:14][OH:15])[CH:4]=[C:3]([O:2][CH3:1])[CH:8]=1 |f:1.2|. Reported procedure: To a stirred solution of 12.3 g of the 2-(3,5-dimethoxyphenylthio)benzoic acid, prepared in Example 1, in 50 ml of anhydrous tetrahydrofuran was added 1.8 g of sodium borohydride portionwise at 0° C. After 30 minutes, the resulting solution was treated with 6.3 ml of BF3. Et2O at the same temperature and then the mixture was stirred at room temperature for 1 hour. The reaction mixture was partitioned between ethyl acetate and dilute hydrochloric acid, and the ethyl acetate layer was successively... Reactants: OC1CN(CCC1C1=CC=C(C=C1)OCCCOCC1=C(C=CC=C1)OC)C(=O)OC(C)(C)C (tert-butyl 3-hydroxy-4-{4-[3-(2-methoxybenzyloxy)propoxy]phenyl}piperidine-1-carboxylate), C(Cl)[C@H]1CO1 ((R)-(−)-epichlorohydrin). Product: COC1=C(COCCCOC2=CC=C(C=C2)C2C(CN(CC2)C(=O)OC(C)(C)C)OCC2OC2)C=CC=C1 (tert-Butyl 4-{4-[3-(2-methoxybenzyloxy)propoxy]phenyl}-3-oxiranylmethoxypiperidine-1-carboxylate). RXN SMILES: [OH:1][CH:2]1[CH:7]([C:8]2[CH:13]=[CH:12][C:11]([O:14][CH2:15][CH2:16][CH2:17][O:18][CH2:19][C:20]3[CH:25]=[CH:24][CH:23]=[CH:22][C:21]=3[O:26][CH3:27])=[CH:10][CH:9]=2)[CH2:6][CH2:5][N:4]([C:28]([O:30][C:31]([CH3:34])([CH3:33])[CH3:32])=[O:29])[CH2:3]1.[CH2:35]([C@@H:37]1[O:39][CH2:38]1)Cl>>[CH3:27][O:26][C:21]1[CH:22]=[CH:23][CH:24]=[CH:25][C:20]=1[CH2:19][O:18][CH2:17][CH2:16][CH2:15][O:14][C:11]1[CH:12]=[CH:13][C:8]([CH:7]2[CH2:6][CH2:5][N:4]([C:28]([O:30][C:31]([CH3:34])([CH3:33])[CH3:32])=[O:29])[CH2:3][CH:2]2[O:1][CH2:35][CH:37]2[CH2:38][O:39]2)=[CH:9][CH:10]=1. Reported procedure: Analogously to Method D, 5.60 g of tert-butyl 3-hydroxy-4-{4-[3-(2-methoxybenzyloxy)propoxy]phenyl}piperidine-1-carboxylate and 2.05 ml of (R)-(−)-epichlorohydrin are reacted. The title compound is obtained as a colourless oil. Rf=0.12 (1:3 EtOAc-heptane); Rt=5.55. Reactants: Fc1ccc2sc(-c3ccc(CBr)cc3)nc2c1, CCCCCC, CCOP(OCC)OCC. The product is CCOP(=O)(Cc1ccc(-c2nc3cc(F)ccc3s2)cc1)OCC. RXN SMILES: [Br:11][CH2:12][c:13]1[cH:14][cH:15][c:16](-[c:19]2[s:20][c:21]3[c:22]([n:23]2)[cH:24][c:25]([F:28])[cH:26][cH:27]3)[cH:17][cH:18]1.[CH3:29][CH2:30][CH2:31][CH2:32][CH2:33][CH3:34].[P:1]([O:2][CH2:3][CH3:4])([O:5][CH2:6][CH3:7])[O:8][CH2:9][CH3:10]>>[P:1](=[O:2])([O:5][CH2:6][CH3:7])([O:8][CH2:9][CH3:10])[CH2:12][c:13]1[cH:14][cH:15][c:16](-[c:19]2[s:20][c:21]3[c:22]([n:23]2)[cH:24][c:25]([F:28])[cH:26][cH:27]3)[cH:17][cH:18]1. The reactants are B, CN(C)C, CC(C)(C)OC(=O)N1CCC(CNc2cc(CO)ccc2C(=O)Nc2ccc(Cl)cn2)CC1. The product is O=C(Nc1ccc(Cl)cn1)c1ccc(CO)cc1NCC1CCNCC1. Reaction SMILES: [BH3:38].[CH3:34][N:35]([CH3:36])[CH3:37].[Cl:1][c:2]1[cH:3][cH:4][c:5]([NH:8][C:9]([c:10]2[c:11]([NH:18][CH2:19][CH:20]3[CH2:21][CH2:22][N:23]([C:26]([O:27][C:28]([CH3:29])([CH3:30])[CH3:31])=[O:32])[CH2:24][CH2:25]3)[cH:12][c:13]([CH2:16][OH:17])[cH:14][cH:15]2)=[O:33])[n:6][cH:7]1>>[Cl:1][c:2]1[cH:3][cH:4][c:5]([NH:8][C:9]([c:10]2[c:11]([NH:18][CH2:19][CH:20]3[CH2:21][CH2:22][NH:23][CH2:24][CH2:25]3)[cH:12][c:13]([CH2:16][OH:17])[cH:14][cH:15]2)=[O:33])[n:6][cH:7]1.